The task is: describe an organic reaction: reactants, conditions, products, and yield. This data is from the Open Reaction Database (ORD), a public repository of structured organic reaction records. Reactants: O=CC(=O)O, C1COCCN1, CCO, CCCCC=CB(O)O, O. Yields the product CCCCC=CC(C(=O)O)N1CCOCC1. RXN SMILES: [C:2]([CH:3]=[O:4])(=[O:5])[OH:6].[CH2:7]1[CH2:8][O:9][CH2:10][CH2:11][NH:12]1.[CH3:22][CH2:23][OH:24].[CH:13](=[CH:14][CH2:15][CH2:16][CH2:17][CH3:18])[B:19]([OH:20])[OH:21].[OH2:1]>>[C:2]([CH:3]([N:12]1[CH2:7][CH2:8][O:9][CH2:10][CH2:11]1)[CH:13]=[CH:14][CH2:15][CH2:16][CH2:17][CH3:18])(=[O:5])[OH:6]. Starting materials: [BH4-], CO, CC(C)(C)OC(=O)NC(C(=O)c1cccc2cccnc12)c1ccc(F)cc1, [Na+], [Na+], O=P([O-])(O)O. The product is CC(C)(C)OC(=O)NC(c1ccc(F)cc1)C(O)c1cccc2cccnc12. RXN SMILES: [BH4-:1].[CH3:37][OH:38].[F:3][c:4]1[cH:5][cH:6][c:7]([CH:10]([C:11]([c:12]2[cH:13][cH:14][cH:15][c:16]3[cH:17][cH:18][cH:19][n:20][c:21]23)=[O:22])[NH:23][C:24]([O:25][C:26]([CH3:27])([CH3:28])[CH3:29])=[O:30])[cH:8][cH:9]1.[Na+:2].[Na+:36].[P:31]([O-:32])([OH:33])([OH:34])=[O:35]>>[F:3][c:4]1[cH:5][cH:6][c:7]([CH:10]([CH:11]([c:12]2[cH:13][cH:14][cH:15][c:16]3[cH:17][cH:18][cH:19][n:20][c:21]23)[OH:22])[NH:23][C:24]([O:25][C:26]([CH3:27])([CH3:28])[CH3:29])=[O:30])[cH:8][cH:9]1. Starting materials: CCOC(=O)c1cnn(-c2cccc(Cl)n2)c1C(F)(F)F, COc1ccc(C)cc1B(O)O, CC#N, [Na+], [Na+], O=C([O-])[O-]. Product: CCOC(=O)c1cnn(-c2cccc(-c3cc(C)ccc3OC)n2)c1C(F)(F)F. As a reaction SMILES: [CH2:1]([CH3:2])[O:3][C:4](=[O:5])[c:6]1[cH:7][n:8][n:9](-[c:15]2[n:16][c:17]([Cl:21])[cH:18][cH:19][cH:20]2)[c:10]1[C:11]([F:12])([F:13])[F:14].[CH3:22][O:23][c:24]1[c:25]([B:31]([OH:32])[OH:33])[cH:26][c:27]([CH3:30])[cH:28][cH:29]1.[CH3:40][C:41]#[N:42].[Na+:34].[Na+:35].[O-:36][C:37](=[O:38])[O-:39]>>[CH2:1]([CH3:2])[O:3][C:4](=[O:5])[c:6]1[cH:7][n:8][n:9](-[c:15]2[n:16][c:17](-[c:25]3[c:24]([O:23][CH3:22])[cH:29][cH:28][c:27]([CH3:30])[cH:26]3)[cH:18][cH:19][cH:20]2)[c:10]1[C:11]([F:12])([F:13])[F:14]. Starting materials: N1(C=NC=C1)C1=CC=C(C=C1)C=1OC2=C(C(C1OCC1=CC=CC=C1)=O)C=C(C=C2)N ((4-(imidazol-1-yl)-phenyl]-3-benzyloxy-6-amino-4H-1-benzopyran-4-one), C(C)#N (acetonitrile). Reaction conditions: temperature 0 celsius, time 4 hour. The product is N1(C=NC=C1)C1=CC=C(C=C1)C=1OC2=C(C(C1OCC1=CC=CC=C1)=O)C=C(C=C2)NC(C)=N ((4-(imidazol-1-yl)-phenyl]-3-benzyloxy-6-[(1-iminoethyl)amino]-4H-1-benzopyran-4-one). The yield is 73.0%. Reaction SMILES: [N:1]1([C:6]2[CH:11]=[CH:10][C:9]([C:12]3[O:13][C:14]4[CH:30]=[CH:29][C:28]([NH2:31])=[CH:27][C:15]=4[C:16](=[O:26])[C:17]=3[O:18][CH2:19][C:20]3[CH:25]=[CH:24][CH:23]=[CH:22][CH:21]=3)=[CH:8][CH:7]=2)[CH:5]=[CH:4][N:3]=[CH:2]1.[C:32](#[N:34])[CH3:33]>>[N:1]1([C:6]2[CH:11]=[CH:10][C:9]([C:12]3[O:13][C:14]4[CH:30]=[CH:29][C:28]([NH:31][C:32](=[NH:34])[CH3:33])=[CH:27][C:15]=4[C:16](=[O:26])[C:17]=3[O:18][CH2:19][C:20]3[CH:25]=[CH:24][CH:23]=[CH:22][CH:21]=3)=[CH:8][CH:7]=2)[CH:5]=[CH:4][N:3]=[CH:2]1. Procedure: 2-[(4-(imidazol-1-yl)-phenyl]-3-benzyloxy-6-amino-4H-1-benzopyran-4-one (3 g; 6.22 mmol) was suspended in acetonitrile (50 mL) and cooled at 0° C. HCl was bubbled into the solution upon saturation. The reaction was then stirred for 4 hours at r.t., upon completion, H2O (20 mL) was added and the acetonitrile removed under vacuum. The solution was then brought to pH=9 with NaOH 2N, the precipitate was filtered off and dried to give the titled compound as a bright yellow solid. Yield: 73%. TLC: (9/... The reactants are N(=[N+]=[N-])CC1=NC(=CC=C1)CO[Si](C)(C)C(C)(C)C (2-azidomethyl-6-[(tert-butyldimethylsilyloxy)methyl]pyridine). Reagents/catalysts: [Pd].NCCN (Pd/C(en)). Solvent: CO (MeOH). Reaction conditions: time 5 hour. Yields the product NCC1=NC(=CC=C1)CO[Si](C)(C)C(C)(C)C (2-aminomethyl-6-[(tert-butyldimethylsilyloxy)methyl]pyridine). Isolated yield 80.2%. RXN SMILES: [N:1]([CH2:4][C:5]1[CH:10]=[CH:9][CH:8]=[C:7]([CH2:11][O:12][Si:13]([C:16]([CH3:19])([CH3:18])[CH3:17])([CH3:15])[CH3:14])[N:6]=1)=[N+]=[N-]>CO.[Pd].NCCN>[NH2:1][CH2:4][C:5]1[CH:10]=[CH:9][CH:8]=[C:7]([CH2:11][O:12][Si:13]([C:16]([CH3:19])([CH3:18])[CH3:17])([CH3:14])[CH3:15])[N:6]=1 |f:2.3|. Procedure: A suspension of 2-azidomethyl-6-[(tert-butyldimethylsilyloxy)methyl]pyridine (2) (0.83 g, 2.98 mmol) and 5% Pd/C(en) (83.0 mg, 10 wt %) in MeOH (20 mL) was vigorously stirred for 5 hours at a room temperature under a hydrogen atmosphere. TLC was used to confirm there was no starting material in the reaction mixture. Then, the catalyst was removed by suction filtration with a kiriyama funnel. The filtrate was evaporated under reduced pressure. The residue was purified by silica gel column chromat... Starting materials: COc1cc(OC)c2c(COc3cccc4[nH]c(C(=O)O)cc34)coc2c1, Cl, Cl, Cl, CC1CN(C(C)CN2CCC(N)CC2)CCC1O. The product is COc1cc(OC)c2c(COc3cccc4[nH]c(C(=O)NC5CCN(CC(C)N6CCC(O)C(C)C6)CC5)cc34)coc2c1. As a reaction SMILES: [CH3:1][O:2][c:3]1[cH:4][c:5]([O:26][CH3:27])[cH:6][c:7]2[c:8]1[c:9]([CH2:12][O:13][c:14]1[c:15]3[cH:16][c:17]([C:23](=[O:24])[OH:25])[nH:18][c:19]3[cH:20][cH:21][cH:22]1)[cH:10][o:11]2.[ClH:28].[ClH:29].[ClH:30].[NH2:31][CH:32]1[CH2:33][CH2:34][N:35]([CH2:38][CH:39]([CH3:40])[N:41]2[CH2:42][CH:43]([CH3:48])[CH:44]([OH:47])[CH2:45][CH2:46]2)[CH2:36][CH2:37]1>>[CH3:1][O:2][c:3]1[cH:4][c:5]([O:26][CH3:27])[cH:6][c:7]2[c:8]1[c:9]([CH2:12][O:13][c:14]1[c:15]3[cH:16][c:17]([C:23](=[O:25])[NH:31][CH:32]4[CH2:33][CH2:34][N:35]([CH2:38][CH:39]([CH3:40])[N:41]5[CH2:42][CH:43]([CH3:48])[CH:44]([OH:47])[CH2:45][CH2:46]5)[CH2:36][CH2:37]4)[nH:18][c:19]3[cH:20][cH:21][cH:22]1)[cH:10][o:11]2. Reaction SMILES: [Al+3:16].[F:1][c:2]1[cH:3][c:4]([C:9]([CH:10]([CH3:11])[OH:12])=[N:13][OH:14])[cH:5][cH:6][c:7]1[F:8].[H-:15].[H-:18].[H-:19].[H-:20].[Li+:17]>>[F:1][c:2]1[cH:3][c:4]([CH:9]([CH:10]([CH3:11])[OH:12])[NH2:13])[cH:5][cH:6][c:7]1[F:8]. Yields the product CC(O)C(N)c1ccc(F)c(F)c1. Reactants: [Al+3], CC(O)C(=NO)c1ccc(F)c(F)c1, [H-], [H-], [H-], [H-], [Li+]. Reactants: ClC1=C(C(=NC2=CC=CN=C12)C1=CC(=CC=C1)F)C(=O)OCC (ethyl 4-chloro-2-(3-fluorophenyl)-1,5-naphthyridine-3-carboxylate), CC(C)C[AlH]CC(C)C (DIBAL-H), [H-].[Al+3].[Li+].[H-].[H-].[H-] (lithium aluminium hydride), CC(C)C[AlH]CC(C)C (DIBAL-H). The solvent is C1(=CC=CC=C1)C (toluene). Conditions: time 8 hour. The product is FC=1C=C(C=CC1)C1=NC2=CC=CN=C2C=C1CO ((2-(3-fluorophenyl)-1,5-naphthyridin-3-yl)methanol). As a reaction SMILES: Cl[C:2]1[C:11]2[C:6](=[CH:7][CH:8]=[CH:9][N:10]=2)[N:5]=[C:4]([C:12]2[CH:17]=[CH:16][CH:15]=[C:14]([F:18])[CH:13]=2)[C:3]=1[C:19](OCC)=[O:20].CC(C[AlH]CC(C)C)C.[H-].[Al+3].[Li+].[H-].[H-].[H-]>C1(C)C=CC=CC=1>[F:18][C:14]1[CH:13]=[C:12]([C:4]2[C:3]([CH2:19][OH:20])=[CH:2][C:11]3[C:6](=[CH:7][CH:8]=[CH:9][N:10]=3)[N:5]=2)[CH:17]=[CH:16][CH:15]=1 |f:2.3.4.5.6.7|. Reported procedure: To a stirred solution of ethyl 4-chloro-2-(3-fluorophenyl)-1,5-naphthyridine-3-carboxylate (614 mg, 1.856 mmol) in toluene (10 mL) at 0° C. was added DIBAL-H (4.1 mL, 4.1 mmol) dropwise over 2 min. After this time the reaction was allowed to warm to rt for 1 h. After this time more DIBAL-H (4.1 mL, 4.1 mmol) was added and the reaction was stirred at rt overnight. After this time lithium aluminium hydride (0.92 mL, 3.68 mmol, 4.0M solution in THF) was added and the reaction was stirred at rt for ... The reactants are COC1(C(=C(C(=C1Cl)Cl)Cl)Cl)OC (5,5-dimethoxy-1,2,3,4-tetrachlorocyclopentadiene), C1(OC=CO1)=O (vinylene carbonate). Run at temperature 90 celsius, time 63 hour. Yields the product ClC12C3OC(OC3C(C(=C1Cl)Cl)(C2(OC)OC)Cl)=O (1,7,8,9-Tetrachloro-10,10-dimethoxy-3,5-dioxa-tricyclo[5.2.1.02,6]dec-8-en-4-one). Isolated yield 94.5%. As a reaction SMILES: [CH3:1][O:2][C:3]1([O:12][CH3:13])[C:7]([Cl:8])=[C:6]([Cl:9])[C:5]([Cl:10])=[C:4]1[Cl:11].[C:14]1(=[O:19])[O:18][CH:17]=[CH:16][O:15]1>>[Cl:11][C:4]12[C:3]([O:2][CH3:1])([O:12][CH3:13])[C:7]([Cl:8])([C:6]([Cl:9])=[C:5]1[Cl:10])[CH:17]1[CH:16]2[O:15][C:14](=[O:19])[O:18]1. Reported procedure: In a 500 mL 3N RB flask equipped with a water condenser, N2 flow adapter and thermometer, was placed 5,5-dimethoxy-1,2,3,4-tetrachlorocyclopentadiene (20.7 g, 0.078 mol) and vinylene carbonate (6.7 g, 0.078 mol). The mixture was heated to 90° C. for 4 h, then at 60° C. for 63 h. The reaction was judged complete by TLC and upon cooling, the product solidified, was recrystallized from THF and filtered to provide a white solid (25.80 g, 94%). (TLC 20% EtOAc/hexanes Rf 0.29); 1H NMR (400 MHz, CDCl3)...